From a dataset of the Open Reaction Database (ORD), a public repository of structured organic reaction records. describe an organic reaction: reactants, conditions, products, and yield Reactants: C=CCCCCN(C)C(=O)C1CC(O)CC1C(=O)NC1(C(=O)OCC)CC1C=C, CC(C)OC(=O)N=NC(=O)OC(C)C, CN(C)C=O, COc1ccc2c(O)nc(-n3ccc(C(C)C)n3)nc2c1C, c1ccc(P(c2ccccc2)c2ccccc2)cc1. Yields the product C=CCCCCN(C)C(=O)C1CC(Oc2nc(-n3ccc(C(C)C)n3)nc3c(C)c(OC)ccc23)CC1C(=O)NC1(C(=O)OCC)CC1C=C. Reaction SMILES: [CH2:15]([CH3:16])[O:17][C:18](=[O:19])[C:20]1([NH:25][C:26](=[O:27])[CH:28]2[CH:29]([C:34]([N:35]([CH3:36])[CH2:37][CH2:38][CH2:39][CH2:40][CH:41]=[CH2:42])=[O:43])[CH2:30][CH:31]([OH:33])[CH2:32]2)[CH:21]([CH:23]=[CH2:24])[CH2:22]1.[O:1]=[C:2]([O:3][CH:4]([CH3:5])[CH3:6])[N:7]=[N:8][C:9]([O:10][CH:11]([CH3:12])[CH3:13])=[O:14].[O:85]=[CH:86][N:87]([CH3:88])[CH3:89].[OH:44][c:45]1[n:46][c:47](-[n:58]2[n:59][c:60]([CH:63]([CH3:64])[CH3:65])[cH:61][cH:62]2)[n:48][c:49]2[c:50]([CH3:57])[c:51]([O:55][CH3:56])[cH:52][cH:53][c:54]12.[c:66]1([P:67]([c:68]2[cH:69][cH:70][cH:71][cH:72][cH:73]2)[c:74]2[cH:75][cH:76][cH:77][cH:78][cH:79]2)[cH:80][cH:81][cH:82][cH:83][cH:84]1>>[CH2:15]([CH3:16])[O:17][C:18](=[O:19])[C:20]1([NH:25][C:26](=[O:27])[CH:28]2[CH:29]([C:34]([N:35]([CH3:36])[CH2:37][CH2:38][CH2:39][CH2:40][CH:41]=[CH2:42])=[O:43])[CH2:30][CH:31]([O:33][c:45]3[n:46][c:47](-[n:58]4[n:59][c:60]([CH:63]([CH3:64])[CH3:65])[cH:61][cH:62]4)[n:48][c:49]4[c:50]([CH3:57])[c:51]([O:55][CH3:56])[cH:52][cH:53][c:54]34)[CH2:32]2)[CH:21]([CH:23]=[CH2:24])[CH2:22]1. The reactants are O=C(O)c1sc2cc(F)ccc2c1C1CCN(C(=O)c2ccccc2)CC1, c1ccc2ncccc2c1. The product is O=C(c1ccccc1)N1CCC(c2csc3cc(F)ccc23)CC1. Reaction SMILES: [C:1]([c:2]1[cH:3][cH:4][cH:5][cH:6][cH:7]1)(=[O:8])[N:9]1[CH2:10][CH2:11][CH:12]([c:15]2[c:16]3[c:17]([s:18][c:19]2[C:20]([OH:21])=[O:22])[cH:23][c:24]([F:27])[cH:25][cH:26]3)[CH2:13][CH2:14]1.[cH:28]1[cH:29][c:30]2[c:31]([n:32][cH:33][cH:34][cH:35]2)[cH:36][cH:37]1>>[C:1]([c:2]1[cH:3][cH:4][cH:5][cH:6][cH:7]1)(=[O:8])[N:9]1[CH2:10][CH2:11][CH:12]([c:15]2[c:16]3[c:17]([s:18][cH:19]2)[cH:23][c:24]([F:27])[cH:25][cH:26]3)[CH2:13][CH2:14]1. Reaction SMILES: [K].[CH3:2][O:3][C:4]1[CH:9]=[C:8]([N+:10]([O-:12])=[O:11])[CH:7]=[CH:6][C:5]=1[OH:13].[Br:14][CH2:15][CH2:16]Br.[OH-].[K+]>[Br-].C([N+](CCCC)(CCCC)CCCC)CCC.CCOC(C)=O.C(Cl)Cl>[Br:14][CH2:15][CH2:16][O:13][C:5]1[CH:6]=[CH:7][C:8]([N+:10]([O-:12])=[O:11])=[CH:9][C:4]=1[O:3][CH3:2] |f:3.4,5.6,^1:0|. Yield: 72.4%. The reactants are [K] (potassium), COC1=C(C=CC(=C1)[N+](=O)[O-])O (2-methoxy-4-nitrophenol), BrCCBr (1,2-dibromoethane), [OH-].[K+] (KOH). Reaction conditions: time 8 hour. Solvent: C(Cl)Cl (CH2Cl2), CCOC(=O)C (EtOAc). The reagents and catalysts are [Br-].C(CCC)[N+](CCCC)(CCCC)CCCC (tetrabutyl ammonium bromide). Yields the product BrCCOC1=C(C=C(C=C1)[N+](=O)[O-])OC (1-(2-bromoethoxy)-2-methoxy-4-nitrobenzene). Reported procedure: A mixture of the potassium salt of 2-methoxy-4-nitrophenol (2.07 g, 10.0 mmol), 1,2-dibromoethane (1.72 mL, 20.0 mol), 1 N KOH (50 mL), tetrabutyl ammonium bromide (3.22 g 10.0 mol), and CH2Cl2 was stirred overnight. The reaction was diluted with 300 mL of EtOAc, washed with sat. NH4Cl solution (2×50 mL). The organic layer was dried over Na2SO4 prior to concentration in vacuum to a yellow solid. The solid was then washed with MeOH (2×5 mL) to yield 2.0 g (72%) of the title compound as a white so... Reactants: O=C([O-])[O-], COCCOC, CCO, OB(O)c1ccc(F)c(Cl)c1, CCOC(=O)C1CC=C(OS(=O)(=O)C(F)(F)F)CC1, [Na+], [Na+], c1ccc(P(c2ccccc2)(c2ccccc2)[Pd](P(c2ccccc2)(c2ccccc2)c2ccccc2)(P(c2ccccc2)(c2ccccc2)c2ccccc2)P(c2ccccc2)(c2ccccc2)c2ccccc2)cc1. Yields the product CCOC(=O)C1CC=C(c2ccc(F)c(Cl)c2)CC1. RXN SMILES: [C:31](=[O:32])([O-:33])[O-:34].[CH3:117][O:118][CH2:119][CH2:120][O:121][CH3:122].[CH3:37][CH2:38][OH:39].[Cl:1][c:2]1[cH:3][c:4]([B:9]([OH:10])[OH:11])[cH:5][cH:6][c:7]1[F:8].[F:12][C:13]([F:14])([F:15])[S:16]([O:17][C:18]1=[CH:19][CH2:20][CH:21]([C:24](=[O:25])[O:26][CH2:27][CH3:28])[CH2:22][CH2:23]1)(=[O:29])=[O:30].[Na+:35].[Na+:36].[cH:40]1[cH:41][cH:42][c:43]([P:44]([Pd:45]([P:46]([c:47]2[cH:48][cH:49][cH:50][cH:51][cH:52]2)([c:53]2[cH:54][cH:55][cH:56][cH:57][cH:58]2)[c:59]2[cH:60][cH:61][cH:62][cH:63][cH:64]2)([P:65]([c:66]2[cH:67][cH:68][cH:69][cH:70][cH:71]2)([c:72]2[cH:73][cH:74][cH:75][cH:76][cH:77]2)[c:78]2[cH:79][cH:80][cH:81][cH:82][cH:83]2)[P:84]([c:85]2[cH:86][cH:87][cH:88][cH:89][cH:90]2)([c:91]2[cH:92][cH:93][cH:94][cH:95][cH:96]2)[c:97]2[cH:98][cH:99][cH:100][cH:101][cH:102]2)([c:103]2[cH:104][cH:105][cH:106][cH:107][cH:108]2)[c:109]2[cH:110][cH:111][cH:112][cH:113][cH:114]2)[cH:115][cH:116]1>>[Cl:1][c:2]1[cH:3][c:4]([C:18]2=[CH:19][CH2:20][CH:21]([C:24](=[O:25])[O:26][CH2:27][CH3:28])[CH2:22][CH2:23]2)[cH:5][cH:6][c:7]1[F:8]. Reactants: BrCc1ccccc1, Cc1ccccc1, [K+], Nc1c2c(nc3cc(Cl)ccc13)CCCC2=O, [OH-]. The product is O=C1CCCc2nc3cc(Cl)ccc3c(NCc3ccccc3)c21. Reaction SMILES: [Br:20][CH2:21][c:22]1[cH:23][cH:24][cH:25][cH:26][cH:27]1.[CH3:28][c:29]1[cH:30][cH:31][cH:32][cH:33][cH:34]1.[K+:2].[NH2:3][c:4]1[c:5]2[cH:6][cH:7][c:8]([Cl:19])[cH:9][c:10]2[n:11][c:12]2[c:17]1[C:16](=[O:18])[CH2:15][CH2:14][CH2:13]2.[OH-:1]>>[NH:3]([c:4]1[c:5]2[cH:6][cH:7][c:8]([Cl:19])[cH:9][c:10]2[n:11][c:12]2[c:17]1[C:16](=[O:18])[CH2:15][CH2:14][CH2:13]2)[CH2:21][c:22]1[cH:23][cH:24][cH:25][cH:26][cH:27]1. Starting materials: O1CC(CC1)C=O ((oxolan-3-yl)formaldehyde), S(=O)(=O)([O-])[O-].[Mg+2] (magnesium sulfate), C(C)(C)(C)OC(=O)NCCNCC1=CC=C(C=C1)OC ((tert-butoxy)-N-(2-{[(4-methoxyphenyl)methyl]amino}-ethyl)carboxamide), C(C)(=O)O[BH-](OC(C)=O)OC(C)=O.[Na+] (sodium triacetoxyborohydride). Run in ClCCCl (1,2-dichloroethane). The product is C(C)(C)(C)OC(=O)NCCN(CC1COCC1)CC1=CC=C(C=C1)OC ((tert-butoxy)-N-(2-{[(4-methoxyphenyl)methyl](oxolan-3-ylmethyl)amino}ethyl)carboxamide). The yield is 80.9%. As a reaction SMILES: [O:1]1[CH2:5][CH2:4][CH:3]([CH:6]=O)[CH2:2]1.[C:8]([O:12][C:13]([NH:15][CH2:16][CH2:17][NH:18][CH2:19][C:20]1[CH:25]=[CH:24][C:23]([O:26][CH3:27])=[CH:22][CH:21]=1)=[O:14])([CH3:11])([CH3:10])[CH3:9].C(O[BH-](OC(=O)C)OC(=O)C)(=O)C.[Na+].S([O-])([O-])(=O)=O.[Mg+2]>ClCCCl>[C:8]([O:12][C:13]([NH:15][CH2:16][CH2:17][N:18]([CH2:19][C:20]1[CH:25]=[CH:24][C:23]([O:26][CH3:27])=[CH:22][CH:21]=1)[CH2:6][CH:3]1[CH2:4][CH2:5][O:1][CH2:2]1)=[O:14])([CH3:11])([CH3:10])[CH3:9] |f:2.3,4.5|. Procedure details: This compound was made in a manner analogous to that set forth in Step D of Example 5, using 0.2 gram (0.0020 mole) of (oxolan-3-yl)formaldehyde, 0.56 gram (0.0020 mole) of (tert-butoxy)-N-(2-{[(4-methoxyphenyl)methyl]amino}-ethyl)carboxamide (prepared in Step A of Example 9), 0.64 gram (0.0030 mole) of sodium triacetoxyborohydride and 2.5 grams (0.021 mole) of magnesium sulfate in 50 mL of 1,2-dichloroethane. The reaction product was purified with column chromatography on silica gel. Elution wa... Reactants: O=C1CCC(=O)N1Br, CC(C)c1nc2c(c(-c3ccc(F)cc3)c1C(F)c1ccc(C(F)(F)F)cc1)C(O[Si](C)(C)C(C)(C)C)CCC2, ClC(Cl)(Cl)Cl, CC(C)(C#N)N=NC(C)(C)C#N. Product: CC(C)c1nc2c(c(-c3ccc(F)cc3)c1C(F)c1ccc(C(F)(F)F)cc1)C(O[Si](C)(C)C(C)(C)C)CCC2Br. Reaction SMILES: [Br:1][N:2]1[C:3](=[O:4])[CH2:5][CH2:6][C:7]1=[O:8].[C:21]([CH3:22])([CH3:23])([CH3:24])[Si:25]([O:26][CH:27]1[c:28]2[c:29](-[c:52]3[cH:53][cH:54][c:55]([F:58])[cH:56][cH:57]3)[c:30]([CH:40]([c:41]3[cH:42][cH:43][c:44]([C:47]([F:48])([F:49])[F:50])[cH:45][cH:46]3)[F:51])[c:31]([CH:37]([CH3:38])[CH3:39])[n:32][c:33]2[CH2:34][CH2:35][CH2:36]1)([CH3:59])[CH3:60].[C:61]([Cl:62])([Cl:63])([Cl:64])[Cl:65].[N:9]#[C:10][C:11]([N:12]=[N:13][C:14]([C:15]#[N:16])([CH3:17])[CH3:18])([CH3:19])[CH3:20]>>[Br:1][CH:34]1[c:33]2[c:28]([c:29](-[c:52]3[cH:53][cH:54][c:55]([F:58])[cH:56][cH:57]3)[c:30]([CH:40]([c:41]3[cH:42][cH:43][c:44]([C:47]([F:48])([F:49])[F:50])[cH:45][cH:46]3)[F:51])[c:31]([CH:37]([CH3:38])[CH3:39])[n:32]2)[CH:27]([O:26][Si:25]([C:21]([CH3:22])([CH3:23])[CH3:24])([CH3:59])[CH3:60])[CH2:36][CH2:35]1. Reactants: N#Cc1cc(Br)ccc1O, CC(C)(C)OC(=O)N1CCC(n2ncc3c(Cl)ncnc32)CC1, O=C([O-])[O-], CN(C)C=O, [K+], [K+], [Na+], [Na+], O=C([O-])[O-]. Product: CC(C)(C)OC(=O)N1CCC(n2ncc3c(Oc4ccc(Br)cc4C#N)ncnc32)CC1. Reaction SMILES: [Br:1][c:2]1[cH:3][cH:4][c:5]([OH:10])[c:6]([C:7]#[N:8])[cH:9]1.[C:11]([CH3:12])([CH3:13])([CH3:14])[O:15][C:16](=[O:17])[N:18]1[CH2:19][CH2:20][CH:21]([n:24]2[n:25][cH:26][c:27]3[c:28]2[n:29][cH:30][n:31][c:32]3[Cl:33])[CH2:22][CH2:23]1.[C:34](=[O:35])([O-:36])[O-:37].[CH3:46][N:47]([CH3:48])[CH:49]=[O:50].[K+:38].[K+:39].[Na+:40].[Na+:41].[O-:42][C:43](=[O:44])[O-:45]>>[Br:1][c:2]1[cH:3][cH:4][c:5]([O:10][c:32]2[c:27]3[cH:26][n:25][n:24]([CH:21]4[CH2:20][CH2:19][N:18]([C:16]([O:15][C:11]([CH3:12])([CH3:13])[CH3:14])=[O:17])[CH2:23][CH2:22]4)[c:28]3[n:29][cH:30][n:31]2)[c:6]([C:7]#[N:8])[cH:9]1. Starting materials: COCCOC, [Cl-], CCOC(=O)N1CC2C=C(OS(=O)(=O)C(F)(F)F)CC(C2)C1, [Li+], [Na+], [Na+], O=C([O-])[O-], OB(O)c1cncc(Oc2ccccc2)c1, O, c1ccc(P(c2ccccc2)(c2ccccc2)[Pd](P(c2ccccc2)(c2ccccc2)c2ccccc2)(P(c2ccccc2)(c2ccccc2)c2ccccc2)P(c2ccccc2)(c2ccccc2)c2ccccc2)cc1. Product: CCOC(=O)N1CC2C=C(c3cncc(Oc4ccccc4)c3)CC(C2)C1. Reaction SMILES: [CH2:47]([CH2:48][O:49][CH3:50])[O:51][CH3:52].[Cl-:30].[F:1][C:2]([F:3])([F:4])[S:5]([O:6][C:7]1=[CH:8][CH:9]2[CH2:10][N:11]([C:16](=[O:17])[O:18][CH2:19][CH3:20])[CH2:12][CH:13]([CH2:14]1)[CH2:15]2)(=[O:21])=[O:22].[Li+:29].[Na+:23].[Na+:24].[O-:25][C:26](=[O:27])[O-:28].[O:31]([c:32]1[cH:33][cH:34][cH:35][cH:36][cH:37]1)[c:38]1[cH:39][c:40]([B:44]([OH:45])[OH:46])[cH:41][n:42][cH:43]1.[OH2:53].[cH:54]1[cH:55][cH:56][c:57]([P:58]([Pd:59]([P:60]([c:61]2[cH:62][cH:63][cH:64][cH:65][cH:66]2)([c:67]2[cH:68][cH:69][cH:70][cH:71][cH:72]2)[c:73]2[cH:74][cH:75][cH:76][cH:77][cH:78]2)([P:79]([c:80]2[cH:81][cH:82][cH:83][cH:84][cH:85]2)([c:86]2[cH:87][cH:88][cH:89][cH:90][cH:91]2)[c:92]2[cH:93][cH:94][cH:95][cH:96][cH:97]2)[P:98]([c:99]2[cH:100][cH:101][cH:102][cH:103][cH:104]2)([c:105]2[cH:106][cH:107][cH:108][cH:109][cH:110]2)[c:111]2[cH:112][cH:113][cH:114][cH:115][cH:116]2)([c:117]2[cH:118][cH:119][cH:120][cH:121][cH:122]2)[c:123]2[cH:124][cH:125][cH:126][cH:127][cH:128]2)[cH:129][cH:130]1>>[C:7]1([c:40]2[cH:39][c:38]([O:31][c:32]3[cH:33][cH:34][cH:35][cH:36][cH:37]3)[cH:43][n:42][cH:41]2)=[CH:8][CH:9]2[CH2:10][N:11]([C:16](=[O:17])[O:18][CH2:19][CH3:20])[CH2:12][CH:13]([CH2:14]1)[CH2:15]2. The reactants are BrC=1C=C(OC1Br)C(=O)N1C(CNCC1)CC ((4,5-dibromo-furan-2-yl)-(2-ethyl-piperazin-1-yl)-methanone), FC=1C=C(C=CC1)N1N=C(N=C1)C(=O)O (1-(3-fluoro-phenyl)-1H-[1,2,4]-triazole-3-carboxylic acid), CN(C)C(=[N+](C)C)ON1C2=C(C=CC=C2)N=N1.[B-](F)(F)(F)F (TBTU), CCN(C(C)C)C(C)C (DIPEA). The solvent is CN(C)C=O (DMF). Conditions: time 10 minute. Yields the product FC1=C(C=CC=C1)C1(NNC=N1)C=O (1-(3-(fluoro-phenyl)-1H-[1,2,4]-triazol-3-yl]-methanone). As a reaction SMILES: FC1C=C([N:8]2[CH:12]=[N:11][C:10]([C:13]([OH:15])=O)=[N:9]2)C=CC=1.CN(C(ON1N=N[C:26]2[CH:27]=[CH:28][CH:29]=[CH:30][C:25]1=2)=[N+](C)C)C.[B-](F)(F)(F)[F:34].CCN(C(C)C)C(C)C.BrC1C=C(C(N2CCNCC2CC)=O)OC=1Br>CN(C=O)C>[F:34][C:25]1[CH:30]=[CH:29][CH:28]=[CH:27][C:26]=1[C:10]1([CH:13]=[O:15])[N:11]=[CH:12][NH:8][NH:9]1 |f:1.2|. Procedure: 50 mg (0.24 mmol) 1-(3-fluoro-phenyl)-1H-[1,2,4]-triazole-3-carboxylic acid was stirred with 85 mg (0.27 mmol) TBTU and 0.10 mL (0.57 mmol) DIPEA in 1.5 mL DMF at RT. After 10 min, 89 mg (0.24 mmol) (4,5-dibromo-furan-2-yl)-(2-ethyl-piperazin-1-yl)-methanone was added and the mixture was stirred at RT for 12 h. The reaction mixture was purified by HPLC.